This data is from the Open Reaction Database (ORD), a public repository of structured organic reaction records. The task is: describe an organic reaction: reactants, conditions, products, and yield The reactants are C(C1=CC=CC=C1)OC=1C=C2C=3C(=C(N=CC3NC2=CC1)C1=NOC(C1)OCC)COC (6-benzyloxy-3-(5-ethoxy-4,5-dihydro-3-isoxazolyl)-4-methoxymethyl-β-carboline), C(C)OC=C (vinyl ethyl ether). The product is C(C1=CC=CC=C1)OC=1C=C2C=3C(=C(N=CC3NC2=CC1)C1=NOC=C1C(=O)OCC)COC (6-benzyloxy-3-(4-carbethoxy-3-isoxazolyl)-4-methoxymethyl-β-carboline). As a reaction SMILES: [CH2:1]([O:8][C:9]1[CH:10]=[C:11]2[C:19](=[CH:20][CH:21]=1)[NH:18][C:17]1[CH:16]=[N:15][C:14]([C:22]3[CH2:26][CH:25]([O:27][CH2:28][CH3:29])[O:24][N:23]=3)=[C:13]([CH2:30][O:31][CH3:32])[C:12]2=1)[C:2]1[CH:7]=[CH:6][CH:5]=[CH:4][CH:3]=1.[CH2:33]([O:35]C=C)C>>[CH2:1]([O:8][C:9]1[CH:10]=[C:11]2[C:19](=[CH:20][CH:21]=1)[NH:18][C:17]1[CH:16]=[N:15][C:14]([C:22]3[C:26]([C:25]([O:27][CH2:28][CH3:29])=[O:24])=[CH:33][O:35][N:23]=3)=[C:13]([CH2:30][O:31][CH3:32])[C:12]2=1)[C:2]1[CH:7]=[CH:6][CH:5]=[CH:4][CH:3]=1. Procedure details: 6-benzyloxy-3-(5-ethoxy-4,5-dihydro-3-isoxazolyl)-4-methoxymethyl-β-carboline with vinyl ethyl ether; melting point: 149°-150° C.,